This data is from the Open Reaction Database (ORD), a public repository of structured organic reaction records. The task is: describe an organic reaction: reactants, conditions, products, and yield The reactants are C1CCOC1, C[S-], CCOC(C)=O, N#Cc1ccc(Cl)nc1, [Na+], O. Yields the product CSc1ccc(C#N)cn1. Reaction SMILES: [CH2:13]1[O:14][CH2:15][CH2:16][CH2:17]1.[CH3:10][S-:11].[CH3:18][CH2:19][O:20][C:21](=[O:22])[CH3:23].[Cl:1][c:2]1[n:3][cH:4][c:5]([C:8]#[N:9])[cH:6][cH:7]1.[Na+:12].[OH2:24]>>[c:2]1([S:11][CH3:10])[n:3][cH:4][c:5]([C:8]#[N:9])[cH:6][cH:7]1. The reactants are OCC#CCSC=1NC2=CC=CC=C2C1 (2-(4-hydroxy-2-butynylthio)indole). Run in N1=CC=CC=C1 (pyridine). Product: C(=O)C1CCSC=2NC3=CC=CC=C3C21 (4-Formyl-2,3,4,9-tetrahydrothiopyrano[2,3-b]indole). The yield is 67.8%. RXN SMILES: [OH:1][CH2:2][C:3]#[C:4][CH2:5][S:6][C:7]1[NH:8][C:9]2[C:14]([CH:15]=1)=[CH:13][CH:12]=[CH:11][CH:10]=2>N1C=CC=CC=1>[CH:2]([CH:3]1[C:15]2[C:14]3[C:9](=[CH:10][CH:11]=[CH:12][CH:13]=3)[NH:8][C:7]=2[S:6][CH2:5][CH2:4]1)=[O:1]. Procedure: A solution of the product of the above (1) (12.0 g) in pyridine (120 ml) is heated at 100° C. for 2 hours and evaporated to remove the pyridine. The residue is dissolved in ether (300 ml), washed with water, 2 N hydrochloric acid and a saturated saline solution, dried and evaporated to remove the solvent. The residue (11.0 g) is chromatographed on silica gel (50 g) and eluted with benzene. The eluate is evaporated to give the title compound as an oil (8.14 g). The oil is gradually solidified in ... Starting materials: C(C)(=O)NC1=CC=C2CCC=3C=CC=C1C32 (5-(N-acetylamino)acenaphthene), IC1=CC=C(C=C1)C (p-iodo toluene), C([O-])([O-])=O.[K+].[K+] (potassium carbonate), [N+](=O)([O-])C1=CC=CC=C1 (nitrobenzene), C(C)(=O)NC1=CC=C2CCC=3C=CC=C1C32 (5-(N-acetylamino)acenaphthene), resultant mixture, [OH-].[K+] (potassium hydroxide). Reagents/catalysts: [Cu] (copper). Solvent: O (water), O (water), C(CC(C)C)O (isoamyl alcohol). Conditions: temperature 200 celsius, time 6 hour. Yields the product C1(=CC=C(C=C1)NC1=CC=C2CCC=3C=CC=C1C32)C (5-[N-(4-tolyl)amino]acenaphthene). The yield is 72.3%. RXN SMILES: [C:1]([NH:4][C:5]1[C:15]2[C:16]3[C:8]([CH2:9][CH2:10][C:11]=3[CH:12]=[CH:13][CH:14]=2)=[CH:7][CH:6]=1)(=O)[CH3:2].IC1C=[CH:22][C:21]([CH3:24])=[CH:20][CH:19]=1.C(=O)([O-])[O-].[K+].[K+].[N+](C1C=CC=CC=1)([O-])=O.[OH-].[K+]>O.[Cu].C(O)CC(C)C>[C:21]1([CH3:24])[CH:20]=[CH:19][C:1]([NH:4][C:5]2[C:15]3[C:16]4[C:8]([CH2:9][CH2:10][C:11]=4[CH:12]=[CH:13][CH:14]=3)=[CH:7][CH:6]=2)=[CH:2][CH:22]=1 |f:2.3.4,6.7|. Reported procedure: 7.39 g (0.035 mol) of the above prepared 5-(N-acetylamino)acenaphthene was mixed with 10.91 g (0.05 mol) of p-iodo toluene, 0.32 g (0.005 mol) of copper powder, 5.52 g (0.04 mol) of anhydrous potassium carbonate and 10 ml of nitrobenzene, and the mixture was stirred at 200° C. for 6 hours. The reaction was determined to be finished when disappearance of 5-(N-acetylamino)acenaphthene was identified. To the resultant reaction mixture, was added an aqueous solution having 10 ml of isoamyl alcohol a... Starting materials: [Cl-].[Na+] (sodium chloride), N (ammonia), N1(N=NC2=C1C=CC=C2)O (benzotriazol-1-ol), C(C)N(C(C)C)C(C)C (N-ethyldiisopropylamine), Cl.CN(CCCN=C=NCC)C (N-(3-dimethylaminopropyl)-N′-ethylcarbodiimide hydrochloride), NC1=C(C(=O)O)C=CC(=C1)F (2-amino-4-fluorobenzoic acid). The solvent is O (Water), CO (methanol), CN(C=O)C (dimethylformamide). Product: NC1=C(C(=O)N)C=CC(=C1)F (2-amino-4-fluorobenzamide). The yield is 89.7%. As a reaction SMILES: [N:1]1(O)C2C=CC=CC=2N=N1.C(N(C(C)C)C(C)C)C.Cl.CN(C)CCCN=C=NCC.[NH2:32][C:33]1[CH:41]=[C:40]([F:42])[CH:39]=[CH:38][C:34]=1[C:35](O)=[O:36].N.[Cl-].[Na+]>CN(C)C=O.CO.O>[NH2:32][C:33]1[CH:41]=[C:40]([F:42])[CH:39]=[CH:38][C:34]=1[C:35]([NH2:1])=[O:36] |f:2.3,6.7|. Procedure: 59.23 g (0.387 mol) of benzotriazol-1-ol, 65.776 ml (0.387 mol) of N-ethyldiisopropylamine and 74.15 g (0.387 mol) of N-(3-dimethylaminopropyl)-N′-ethylcarbodiimide hydrochloride were added successively at room temperature to a solution of 50.0 g (0.322 mol) of 2-amino-4-fluorobenzoic acid in 600 ml of dimethylformamide. 64.46 ml (0.451 mol) of ammonia in methanol (7 mol/l) were added dropwise with stirring, and the mixture was stirred for 18 hours. Water (2 l) and concentrated sodium chloride s... The reactants are C(C)(=O)O (acetic acid), C(C)(C)(CC)C1=CC=C(C=O)C=C1 (p-tert.amyl-benzaldehyde), [OH-].[K+] (potassium hydroxide), C(CC)=O (propionaldehyde). Solvent: CO (methanol). Reaction conditions: temperature 40 celsius. Product: C(C)(C)(CC)C1=CC=C(C=C1)C=C(C=O)C (3-(p-tert.amyl-phenyl)-2-methyl-acrolein). Reaction SMILES: [C:1]([C:6]1[CH:13]=[CH:12][C:9]([CH:10]=O)=[CH:8][CH:7]=1)([CH2:4][CH3:5])([CH3:3])[CH3:2].[OH-].[K+].[CH:16](=[O:19])[CH2:17][CH3:18].C(O)(=O)C>CO>[C:1]([C:6]1[CH:13]=[CH:12][C:9]([CH:10]=[C:17]([CH3:18])[CH:16]=[O:19])=[CH:8][CH:7]=1)([CH2:4][CH3:5])([CH3:3])[CH3:2] |f:1.2|. Procedure details: 162.2 g of p-tert.amyl-benzaldehyde are added under nitrogen gasification to a solution of 1.56 g of potassium hydroxide in 113 ml of methanol and 48.8 g of propionaldehyde are subsequently added dropwise at 40° C. over a period of 6 hours. The mixture is subsequently stirred at 40° C. for an additional hour, 2 ml of acetic acid are added and the mixture is concentrated on a rotary evaporator. The oily suspension is taken up in ether, washed neutral with water, dried and evaporated. By distillat... Starting materials: C1CCNCC1, C#CC(C)(C)C, [Cu]I, O=[N+]([O-])c1ccccc1-n1cc(I)cn1, O. The product is CC(C)(C)C#Cc1cnn(-c2ccccc2[N+](=O)[O-])c1. RXN SMILES: [CH2:23]1[CH2:24][CH2:25][NH:26][CH2:27][CH2:28]1.[CH3:16][C:17]([C:18]#[CH:19])([CH3:20])[CH3:21].[Cu:29][I:30].[I:1][c:2]1[cH:3][n:4][n:5](-[c:7]2[c:8]([N+:13](=[O:14])[O-:15])[cH:9][cH:10][cH:11][cH:12]2)[cH:6]1.[OH2:22]>>[c:2]1([C:19]#[C:18][C:17]([CH3:16])([CH3:20])[CH3:21])[cH:3][n:4][n:5](-[c:7]2[c:8]([N+:13](=[O:14])[O-:15])[cH:9][cH:10][cH:11][cH:12]2)[cH:6]1. The reactants are ClC1=CC2=C(OC3C2CCCC3)C(=C1)C(=O)OC (methyl 2-chloro-5a,6,7, 8,9,9a-hexahydrodibenzofuran-4-carboxylate). The solvent is CO (methanol), [OH-].[Na+] (sodium hydroxide). Conditions: temperature 50 celsius, time 6 hour. Yields the product ClC1=CC2=C(OC3C2CCCC3)C(=C1)C(=O)O (2-Chloro-5a,6,7,8,9,9a-Hexahydrodibenzofuran-4 -Carboxylic Acid). As a reaction SMILES: [Cl:1][C:2]1[CH:14]=[C:13]([C:15]([O:17]C)=[O:16])[C:5]2[O:6][CH:7]3[CH2:12][CH2:11][CH2:10][CH2:9][CH:8]3[C:4]=2[CH:3]=1>CO.[OH-].[Na+]>[Cl:1][C:2]1[CH:14]=[C:13]([C:15]([OH:17])=[O:16])[C:5]2[O:6][CH:7]3[CH2:12][CH2:11][CH2:10][CH2:9][CH:8]3[C:4]=2[CH:3]=1 |f:2.3|. Procedure: A mixture of 1.6 g of methyl 2-chloro-5a,6,7, 8,9,9a-hexahydrodibenzofuran-4-carboxylate in 10 ml of methanol and 20 ml of 1N sodium hydroxide is stirred at 50° C. for 6 hours. This is cooled, the methanol is removed under vacuo, diluted with 30 ml water and filtered. The aqueous solution is acidified with acetic acid, extracted with ethyl acetate, washed with water, dried over magnesium sulfate and evaporated to dryness to give crystalline product which is used directly in the next step.